From a dataset of the Open Reaction Database (ORD), a public repository of structured organic reaction records. describe an organic reaction: reactants, conditions, products, and yield The reactants are Br, COc1cc(-c2cccc(-c3cccc(C(F)(F)F)n3)c2)ccc1OCc1ccccc1, CC(=O)O, ClCCl. The product is COc1cc(-c2cccc(-c3cccc(C(F)(F)F)n3)c2)ccc1O. RXN SMILES: [BrH:33].[CH2:1]([c:2]1[cH:3][cH:4][cH:5][cH:6][cH:7]1)[O:8][c:9]1[c:10]([O:31][CH3:32])[cH:11][c:12](-[c:15]2[cH:16][c:17](-[c:21]3[n:22][c:23]([C:27]([F:28])([F:29])[F:30])[cH:24][cH:25][cH:26]3)[cH:18][cH:19][cH:20]2)[cH:13][cH:14]1.[CH3:34][C:35](=[O:36])[OH:37].[Cl:38][CH2:39][Cl:40]>>[OH:8][c:9]1[c:10]([O:31][CH3:32])[cH:11][c:12](-[c:15]2[cH:16][c:17](-[c:21]3[n:22][c:23]([C:27]([F:28])([F:29])[F:30])[cH:24][cH:25][cH:26]3)[cH:18][cH:19][cH:20]2)[cH:13][cH:14]1. Reactants: C1CCOC1, O=C1c2cc(COc3ccccc3)nn2CC(CO)N1c1ccc(F)cc1, [H-], CI, [Na+]. Product: COCC1Cn2nc(COc3ccccc3)cc2C(=O)N1c1ccc(F)cc1. Reaction SMILES: [CH2:32]1[O:33][CH2:34][CH2:35][CH2:36]1.[F:1][c:2]1[cH:3][cH:4][c:5]([N:8]2[C:9](=[O:27])[c:10]3[n:11]([n:16][c:17]([CH2:19][O:20][c:21]4[cH:22][cH:23][cH:24][cH:25][cH:26]4)[cH:18]3)[CH2:12][CH:13]2[CH2:14][OH:15])[cH:6][cH:7]1.[H-:28].[I:30][CH3:31].[Na+:29]>>[F:1][c:2]1[cH:3][cH:4][c:5]([N:8]2[C:9](=[O:27])[c:10]3[n:11]([n:16][c:17]([CH2:19][O:20][c:21]4[cH:22][cH:23][cH:24][cH:25][cH:26]4)[cH:18]3)[CH2:12][CH:13]2[CH2:14][O:15][CH3:31])[cH:6][cH:7]1. The product is CC1(C)Cc2cc(C(=O)NS(=O)(=O)C3CC3)ccc2NC1c1cccc(N2CC(F)C2)c1. Reactants: O=C(n1ccnc1)n1ccnc1, CN(C)C=O, NS(=O)(=O)C1CC1, CC1(C)Cc2cc(C(=O)O)ccc2NC1c1cccc(N2CC(F)C2)c1, [H-], [Na+]. Reaction SMILES: [C:36]([n:37]1[cH:38][cH:39][n:40][cH:41]1)([n:42]1[cH:43][cH:44][n:45][cH:46]1)=[O:47].[CH3:48][N:49]([CH3:50])[CH:51]=[O:52].[CH:3]1([S:6](=[O:7])(=[O:8])[NH2:9])[CH2:4][CH2:5]1.[F:10][CH:11]1[CH2:12][N:13]([c:15]2[cH:16][c:17]([CH:21]3[NH:22][c:23]4[cH:24][cH:25][c:26]([C:33](=[O:34])[OH:35])[cH:27][c:28]4[CH2:29][C:30]3([CH3:31])[CH3:32])[cH:18][cH:19][cH:20]2)[CH2:14]1.[H-:1].[Na+:2]>>[CH:3]1([S:6](=[O:7])(=[O:8])[NH:9][C:33]([c:26]2[cH:25][cH:24][c:23]3[c:28]([cH:27]2)[CH2:29][C:30]([CH3:31])([CH3:32])[CH:21]([c:17]2[cH:16][c:15]([N:13]4[CH2:12][CH:11]([F:10])[CH2:14]4)[cH:20][cH:19][cH:18]2)[NH:22]3)=[O:34])[CH2:4][CH2:5]1. Starting materials: CC(C)(C)NNC(=S)c1ccccc1, Cc1ccccc1, [Na+], [OH-], O, Cc1cccc(C(=O)Cl)c1. Product: Cc1cccc(C(=O)N(NC(=S)c2ccccc2)C(C)(C)C)c1. RXN SMILES: [C:1]([CH3:2])([CH3:3])([CH3:4])[NH:5][NH:6][C:7]([c:8]1[cH:9][cH:10][cH:11][cH:12][cH:13]1)=[S:14].[CH3:27][c:28]1[cH:29][cH:30][cH:31][cH:32][cH:33]1.[Na+:26].[OH-:25].[OH2:34].[c:15]1([CH3:24])[cH:16][c:17]([C:21](=[O:22])[Cl:23])[cH:18][cH:19][cH:20]1>>[C:1]([CH3:2])([CH3:3])([CH3:4])[N:5]([NH:6][C:7]([c:8]1[cH:9][cH:10][cH:11][cH:12][cH:13]1)=[S:14])[C:21]([c:17]1[cH:16][c:15]([CH3:24])[cH:20][cH:19][cH:18]1)=[O:22]. Reported procedure: In a similar manner to that described in Example 8(a), 6-fluoro-1H-3,1-benzoxazine-2,4-dione was reacted with (1-methyl-1H-tetrazol-5-yl)methyl lithium to give the novel compound 1-(2-amino-5-fluorophenyl)-2-(1-methyl-1H-tetrazol-5-yl)ethanone. This product was isolated as a gum which was used in the next stage without further purification. Reactants: FC=1C=CC2=C(C(OC(N2)=O)=O)C1 (6-fluoro-1H-3,1-benzoxazine-2,4-dione), CN1N=NN=C1C[Li] ((1-methyl-1H-tetrazol-5-yl)methyl lithium). RXN SMILES: [F:1][C:2]1[CH:3]=[CH:4][C:5]2[NH:10]C(=O)O[C:7](=[O:12])[C:6]=2[CH:13]=1.[CH3:14][N:15]1[C:19]([CH2:20][Li])=[N:18][N:17]=[N:16]1>>[NH2:10][C:5]1[CH:4]=[CH:3][C:2]([F:1])=[CH:13][C:6]=1[C:7](=[O:12])[CH2:20][C:19]1[N:15]([CH3:14])[N:16]=[N:17][N:18]=1. Yields the product NC1=C(C=C(C=C1)F)C(CC1=NN=NN1C)=O (1-(2-amino-5-fluorophenyl)-2-(1-methyl-1H-tetrazol-5-yl)ethanone). The reactants are CS(=O)(=O)O, CCn1c(N)c(C#N)c(=O)c2ccc(-c3ccncc3)cc21, [NH4+], [OH-], O=S(=O)(O)O. Product: CCn1c(N)c(C(N)=O)c(=O)c2ccc(-c3ccncc3)cc21. Reaction SMILES: [CH3:1][S:2]([OH:3])(=[O:4])=[O:5].[NH2:6][c:7]1[n:8]([CH2:26][CH3:27])[c:9]2[cH:10][c:11](-[c:20]3[cH:21][cH:22][n:23][cH:24][cH:25]3)[cH:12][cH:13][c:14]2[c:15](=[O:19])[c:16]1[C:17]#[N:18].[NH4+:33].[OH-:34].[S:28]([OH:29])(=[O:30])(=[O:31])[OH:32]>>[NH2:6][c:7]1[n:8]([CH2:26][CH3:27])[c:9]2[cH:10][c:11](-[c:20]3[cH:21][cH:22][n:23][cH:24][cH:25]3)[cH:12][cH:13][c:14]2[c:15](=[O:19])[c:16]1[C:17]([NH2:18])=[O:29].